From a dataset of the Open Reaction Database (ORD), a public repository of structured organic reaction records. describe an organic reaction: reactants, conditions, products, and yield Reactants: C(C1=CC=CC=C1)OC(=O)N(CC(=O)NCC(=O)N)C1=NC(=CC(=C1)C)C (BENZYLOXYCARBONYL-N-(4,6-DIMETHYLPYRIDIN-2-YL)GLYCYLGLYCINAMIDE). Reagents/catalysts: [Pd] (Palladium-on-carbon). The solvent is CO (methanol). Product: CC1=CC(=NC(=C1)C)NCC(=O)NCC(=O)N (N-(4,6-DIMETHYLPYRIDIN-2-YL)GLYCYLGLYCINAMIDE). RXN SMILES: C(OC([N:11]([C:20]1[CH:25]=[C:24]([CH3:26])[CH:23]=[C:22]([CH3:27])[N:21]=1)[CH2:12][C:13]([NH:15][CH2:16][C:17]([NH2:19])=[O:18])=[O:14])=O)C1C=CC=CC=1>CO.[Pd]>[CH3:26][C:24]1[CH:23]=[C:22]([CH3:27])[N:21]=[C:20]([NH:11][CH2:12][C:13]([NH:15][CH2:16][C:17]([NH2:19])=[O:18])=[O:14])[CH:25]=1. Procedure details: 1 g (2.6 mmol) of the product of Example 24 is dissolved in 60 ml of methanol. Palladium-on-carbon is added and the whole is stirred under a hydrogen atmosphere. Filtration is then carried out, the methanol is evaporated and the title product is recovered. Starting materials: [H-].[Al+3].[Li+].[H-].[H-].[H-] (lithium aluminium hydride), Cl (hydrochloric acid), C(=CC)C1=C(C(=O)[O-])C=C(C=C1OCC=C)OCC=C (2-Propenyl-3,5-bis-(2-propenyloxy)-benzoate), C(C)(=O)OCC (ethyl acetate). Solvent: C(C)OCC (diethyl ether), O (water), C(C)OCC (diethyl ether). Conditions: time 16 hour. Yields the product C(C=C)OC=1C=C(CO)C=C(C1)OCC=C (3,5-Bis-(2-propenyloxy)-benzyl alcohol). Isolated yield 99.2%. RXN SMILES: C([C:4]1[C:12]([O:13][CH2:14][CH:15]=[CH2:16])=[CH:11][C:10]([O:17][CH2:18][CH:19]=[CH2:20])=[CH:9][C:5]=1[C:6]([O-])=[O:7])=CC.[H-].[Al+3].[Li+].[H-].[H-].[H-].C(OCC)(=O)C.Cl>C(OCC)C.O>[CH2:18]([O:17][C:10]1[CH:9]=[C:5]([CH:4]=[C:12]([O:13][CH2:14][CH:15]=[CH2:16])[CH:11]=1)[CH2:6][OH:7])[CH:19]=[CH2:20] |f:1.2.3.4.5.6|. Procedure: 2-Propenyl-3,5-bis-(2-propenyloxy)-benzoate (23.1 g, 84.2 mmol) was dissolved in dry diethyl ether (250 ml) and added dropwise at 0° C. to a suspension of lithium aluminium hydride (3.45 g, 91.0 mmol) in dry diethyl ether (200 ml). The mixture was stirred at room temperature for 16 h and ethyl acetate (5 ml) was added slowly followed by water (10 ml) and diluted aqueous hydrochloric acid (2 M, 4 ml) to bring pH to 4. The phases were separated and the aqueous phase was extracted with diethyl ethe... Reactants: CC(=O)O, O=[N+]([O-])c1ccc(-c2cccc(CN(Cc3ccc(F)cc3)S(=O)(=O)c3cc(Cl)cc(Cl)c3O)c2)cc1, [Fe]. Yields the product Nc1ccc(-c2cccc(CN(Cc3ccc(F)cc3)S(=O)(=O)c3cc(Cl)cc(Cl)c3O)c2)cc1. Reaction SMILES: [CH3:38][C:39](=[O:40])[OH:41].[Cl:1][c:2]1[c:3]([OH:37])[c:4]([S:9](=[O:10])(=[O:11])[N:12]([CH2:13][c:14]2[cH:15][c:16](-[c:20]3[cH:21][cH:22][c:23]([N+:26]([O-:27])=[O:28])[cH:24][cH:25]3)[cH:17][cH:18][cH:19]2)[CH2:29][c:30]2[cH:31][cH:32][c:33]([F:36])[cH:34][cH:35]2)[cH:5][c:6]([Cl:8])[cH:7]1.[Fe:42]>>[Cl:1][c:2]1[c:3]([OH:37])[c:4]([S:9](=[O:10])(=[O:11])[N:12]([CH2:13][c:14]2[cH:15][c:16](-[c:20]3[cH:21][cH:22][c:23]([NH2:26])[cH:24][cH:25]3)[cH:17][cH:18][cH:19]2)[CH2:29][c:30]2[cH:31][cH:32][c:33]([F:36])[cH:34][cH:35]2)[cH:5][c:6]([Cl:8])[cH:7]1. Reactants: CN1C(C2=C(C=C1C1=NC=CC=C1)ON=C2C2=CC=CC=C2)=O (5-methyl-3-phenyl-6-(2-pyridyl)-isoxazolo[4,5-c]pyridin-4(5H)-one), [H][H] (hydrogen). Reagents/catalysts: [Pd] (palladium on carbon). Solvent: C(C)O (ethanol). Product: N=C(C1=CC=CC=C1)C=1C(N(C(=CC1O)C1=NC=CC=C1)C)=O (3-(α-iminobenzyl)-4-hydroxy-6-(2-pyridyl)-1-methyl-2(1H)-pyridone). RXN SMILES: [CH3:1][N:2]1[C:7]([C:8]2[CH:13]=[CH:12][CH:11]=[CH:10][N:9]=2)=[CH:6][C:5]2[O:14][N:15]=[C:16]([C:17]3[CH:22]=[CH:21][CH:20]=[CH:19][CH:18]=3)[C:4]=2[C:3]1=[O:23].[H][H]>[Pd].C(O)C>[NH:15]=[C:16]([C:4]1[C:3](=[O:23])[N:2]([CH3:1])[C:7]([C:8]2[CH:13]=[CH:12][CH:11]=[CH:10][N:9]=2)=[CH:6][C:5]=1[OH:14])[C:17]1[CH:22]=[CH:21][CH:20]=[CH:19][CH:18]=1. Procedure details: A mixture of 16.5 g. (0.0545 mole) of 5-methyl-3-phenyl-6-(2-pyridyl)-isoxazolo[4,5-c]pyridin-4(5H)-one, 330 ml. ethanol and 1.65 g. 10% palladium on carbon is hydrogenated at 50 psi and room temperature. The hydrogenation is ceased after one equivalent of hydrogen is absorbed (ca. 2.5 hours). The mixture is treated with methylene chloride and the catalyst is removed by filtration. The solvents are removed in vacuo to a volume of ca. 50 ml. and then ether is added, to precipitate solids which ar... Starting materials: O=C(O)c1ccc(Br)o1, CCOC(=O)CCc1cccc(N)c1. Product: CCOC(=O)CCc1cccc(NC(=O)c2ccc(Br)o2)c1. Reaction SMILES: [Br:1][c:2]1[cH:3][cH:4][c:5]([C:7](=[O:8])[OH:9])[o:6]1.[CH2:10]([CH3:11])[O:12][C:13]([CH2:14][CH2:15][c:16]1[cH:17][c:18]([NH2:22])[cH:19][cH:20][cH:21]1)=[O:23]>>[Br:1][c:2]1[cH:3][cH:4][c:5]([C:7](=[O:9])[NH:22][c:18]2[cH:17][c:16]([CH2:15][CH2:14][C:13]([O:12][CH2:10][CH3:11])=[O:23])[cH:21][cH:20][cH:19]2)[o:6]1. The reactants are CO (Methanol), C(C)OP(OCC)(=O)CC(=O)N1CC2=C(C3=C(N=CN=C3NC3=CC(=C(C=C3)F)Cl)S2)CC1 (Diethyl(2-{4-[(3-chloro-4-fluorophenyl)amino]-5,8-dihydropyrido[4′,3′:4,5]thieno[2,3-d]pyrimidin-7(6H)-yl}-2-oxoethyl)phosphonate), C1CCOC1 (THF), solution A, [H-].[Na+] (sodium hydride). Conditions: temperature -78 celsius, time 15 minute. The product is ClC=1C=C(C=CC1F)NC=1C2=C(N=CN1)SC1=C2CCN(C1)C(\C=C\C1N(CCCC1)C)=O (N-(3-Chloro-4-fluorophenyl)-7-[(2E)-3-(1-methylpiperidin-2-yl)prop-2-enoyl]-5,6,7,8-tetrahydropyrido[4′,3′:4,5]thieno[2,3-d]pyrimidin-4-amine). Isolated yield 24.0%. RXN SMILES: C(OP([CH2:9][C:10]([N:12]1[CH2:33][CH2:32][C:15]2[C:16]3[C:21]([NH:22][C:23]4[CH:28]=[CH:27][C:26]([F:29])=[C:25]([Cl:30])[CH:24]=4)=[N:20][CH:19]=[N:18][C:17]=3[S:31][C:14]=2[CH2:13]1)=[O:11])(=O)OCC)C.[H-].[Na+].CO.[CH2:38]1[CH2:42]O[CH2:40][CH2:39]1>>[Cl:30][C:25]1[CH:24]=[C:23]([NH:22][C:21]2[C:16]3[C:15]4[CH2:32][CH2:33][N:12]([C:10](=[O:11])/[CH:9]=[CH:9]/[CH:10]5[CH2:42][CH2:38][CH2:39][CH2:40][N:12]5[CH3:13])[CH2:13][C:14]=4[S:31][C:17]=3[N:18]=[CH:19][N:20]=2)[CH:28]=[CH:27][C:26]=1[F:29] |f:1.2|. Procedure: In a separate flask, diethyl (2-{4-[(3-chloro-4-fluorophenyl)amino]-5,8-dihydropyrido[4′,3′:4,5]thieno[2,3-d]pyrimidin-7(6H)-yl}-2-oxoethyl)phosphonate from Example 13A (400 mg, 0.78 mmol) was dissolved in THF (1.0 mL). The solution was cooled to −78° C., and sodium hydride (60% in mineral oil, 31 mg, 0.78 mmol) was added. The mixture was stirred for 15 min, then solution A was added slowly. The mixture was slowly warmed to rt and stirred overnight. Methanol was added, and the solvents were remo... Reactants: CCOC(OCC)OCC, CC1(C)OC(=O)CC(=O)O1, COc1cccc(N)c1, CCO. The product is COc1cccc(NC=C2C(=O)OC(C)(C)OC2=O)c1. Reaction SMILES: [CH2:20]([O:21][CH:22]([O:23][CH2:24][CH3:25])[O:26][CH2:27][CH3:28])[CH3:29].[CH3:10][C:11]1([CH3:19])[O:12][C:13](=[O:18])[CH2:14][C:15](=[O:17])[O:16]1.[CH3:1][O:2][c:3]1[cH:4][c:5]([NH2:9])[cH:6][cH:7][cH:8]1.[CH3:30][CH2:31][OH:32]>>[CH3:1][O:2][c:3]1[cH:4][c:5]([NH:9][CH:20]=[C:14]2[C:13](=[O:18])[O:12][C:11]([CH3:10])([CH3:19])[O:16][C:15]2=[O:17])[cH:6][cH:7][cH:8]1. The reactants are C(C)(=O)C1C(CC(CC1=O)(C)C)=O (2-acetyl-5,5-dimethyl-cyclohexane-1,3-dione), N(N)C1=NC=CC=C1 (2-hydrazino-pyridine). Solvent: C(C)O (ethanol). Conditions: temperature 80 celsius, time 4 hour. Yields the product N1=C(C=CC=C1)N1N=C(C=2C(CC(CC12)(C)C)=O)C (1-(2-Pyridyl)-3,6,6-trimethyl-4-oxo-4,5,6,7-tetrahydroindazole), solid. The yield is 73.0%. Reaction SMILES: [C:1]([CH:4]1[C:9](=O)[CH2:8][C:7]([CH3:12])([CH3:11])[CH2:6][C:5]1=[O:13])(=O)[CH3:2].[NH:14]([C:16]1[CH:21]=[CH:20][CH:19]=[CH:18][N:17]=1)[NH2:15]>C(O)C>[N:17]1[CH:18]=[CH:19][CH:20]=[CH:21][C:16]=1[N:14]1[C:9]2[CH2:8][C:7]([CH3:12])([CH3:11])[CH2:6][C:5](=[O:13])[C:4]=2[C:1]([CH3:2])=[N:15]1. Procedure: A mixture of 2-acetyl-5,5-dimethyl-cyclohexane-1,3-dione (0.5 g, 2.75 mmol), prepared as described in example 2, and 2-hydrazino-pyridine (0.3 g, 2.75 mmol) in ethanol (15 ml) was stirred at 80° C. for 4 hours. After evaporation of the solvent, the residue was chromatographed on silica gel (cyclohexane:ethyl acetate=10:20). The title compound was obtained as a colourless solid (0.5 g, 73%): m.p. 122-123° C.